Dataset: the Open Reaction Database (ORD), a public repository of structured organic reaction records. Task: describe an organic reaction: reactants, conditions, products, and yield Starting materials: O1CCCC1 (tetrahydrofuran), N1C=NC=C1 (imidazole), OC(C)C=1NC2=C(N1)C=CC=C2 (1-hydroxyethylbenzimidazole), [Si](C)(C)(C(C)(C)C)Cl (t-butyldimethylsilyl chloride). Solvent: O (water). Conditions: time 8 hour. Yields the product [Si](C)(C)(C(C)(C)C)OC(C)C=1NC2=C(N1)C=CC=C2 (1-t-butyldimethylsilyloxyethylbenzimidazole). Reaction SMILES: O1CCCC1.[OH:6][CH:7]([C:9]1[NH:10][C:11]2[CH:17]=[CH:16][CH:15]=[CH:14][C:12]=2[N:13]=1)[CH3:8].[Si:18](Cl)([C:21]([CH3:24])([CH3:23])[CH3:22])([CH3:20])[CH3:19].N1C=CN=C1>O>[Si:18]([O:6][CH:7]([C:9]1[NH:13][C:12]2[CH:14]=[CH:15][CH:16]=[CH:17][C:11]=2[N:10]=1)[CH3:8])([C:21]([CH3:24])([CH3:23])[CH3:22])([CH3:20])[CH3:19]. Reported procedure: A solution of 50 ml of tetrahydrofuran containing 2.5 g (15.4 mmoles) of 1-hydroxyethylbenzimidazole, 2.3 g (15.4 mmoles) of t-butyldimethylsilyl chloride and 1.0 g (15.4 mmoles) of imidazole was allowed to stir overnight at room temperature. The reaction mixture was poured into water and the product extracted with ethyl acetate (2×100 ml). The combined extracts were dried over magnesium sulfate and concentrated in vacuo to a colorless oil, 3.5 g. The intermediate was purified by chromatography ...